From a dataset of the Open Reaction Database (ORD), a public repository of structured organic reaction records. describe an organic reaction: reactants, conditions, products, and yield As a reaction SMILES: [CH2:1]([C:5]1[CH2:10][CH2:9][CH:8]([NH:11][C:12](=[O:23])[CH2:13][C:14]2[CH:19]=[CH:18][C:17]([OH:20])=[C:16]([O:21][CH3:22])[CH:15]=2)[CH2:7][CH:6]=1)[CH2:2][CH2:3][CH3:4]>C(O)C.[Pd]>[CH2:1]([CH:5]1[CH2:10][CH2:9][CH:8]([NH:11][C:12](=[O:23])[CH2:13][C:14]2[CH:19]=[CH:18][C:17]([OH:20])=[C:16]([O:21][CH3:22])[CH:15]=2)[CH2:7][CH2:6]1)[CH2:2][CH2:3][CH3:4]. Reactants: C(CCC)C1=CCC(CC1)NC(CC1=CC(=C(C=C1)O)OC)=O (N-(4-butyl-3-cyclohexenyl)-2-(4-hydroxy-3-methoxyphenyl)acetamide). Yield: 80.6%. Procedure details: The compound (180 mg) of Example 1 was dissolved in ethanol (7 ml), 10% palladium/carbon (50 mg) was added to the solution, and the mixture was hydrogenated at 25° C. The catalyst was removed by filtration from the reaction mixture, and the solvent was evaporated under reduced pressure. The residue was purified by a silica gel chromatography (eluent: chloroform) to give 146 mg of the desired compound (cis:trans=1:4). Product: C(CCC)C1CCC(CC1)NC(CC1=CC(=C(C=C1)O)OC)=O (N-(4-butylcyclohexyl)-2-(4-hydroxy-3-methoxyphenyl)acetamide). Reagents/catalysts: [Pd] (palladium/carbon). The solvent is C(C)O (ethanol). Reactants: N (ammonia), CP(=O)(C(C(=O)O)O)C (2-(dimethylphosphinoyl)-2-hydroxy-acetic acid). Solvent: O (water). Reaction conditions: temperature 25 celsius, time 1 hour. Product: CP(=O)(C(C(=O)[O-])O)C.[NH4+] (Ammonium 2-(dimethylphosphinoyl)-2-hydroxyacetate). As a reaction SMILES: [NH3:1].[CH3:2][P:3]([CH3:10])([CH:5]([OH:9])[C:6]([OH:8])=[O:7])=[O:4]>O>[CH3:2][P:3]([CH3:10])([CH:5]([OH:9])[C:6]([O-:8])=[O:7])=[O:4].[NH4+:1] |f:3.4|. Procedure: 10 g of 25% strength aqueous ammonia solution are added dropwise to a solution of 15.2 g (0.1 mol) of 2-(dimethylphosphinoyl)-2-hydroxy-acetic acid in 10 ml of water. The temperature thereby rises to 38°. The mixture is stirred at 25° C. for one hour and concentrated on a rotary evaporator. The residue is first dehydrated azeotropically with toluene and then boiled up with acetonitrile. 14.3 g (84.6%) of the salt of melting point 183°-186° remain. Reactants: COC(=O)C(=Cc1cc(OC)cc(OC)c1)c1ccc(Oc2ccc(C=C3SC(=O)NC3=O)cc2)cc1, CC(=O)O, O=C[O-], [NH4+], O. Yields the product COC(=O)C(=Cc1cc(OC)cc(OC)c1)c1ccc(Oc2ccc(CC3SC(=O)NC3=O)cc2)cc1. Reaction SMILES: [CH3:1][O:2][C:3]([C:4](=[CH:5][c:6]1[cH:7][c:8]([O:14][CH3:15])[cH:9][c:10]([O:12][CH3:13])[cH:11]1)[c:16]1[cH:17][cH:18][c:19]([O:22][c:23]2[cH:24][cH:25][c:26]([CH:29]=[C:30]3[C:31](=[O:36])[NH:32][C:33](=[O:35])[S:34]3)[cH:27][cH:28]2)[cH:20][cH:21]1)=[O:37].[CH3:43][C:44](=[O:45])[OH:46].[CH:38]([O-:39])=[O:40].[NH4+:41].[O:42]>>[CH3:1][O:2][C:3]([C:4](=[CH:5][c:6]1[cH:7][c:8]([O:14][CH3:15])[cH:9][c:10]([O:12][CH3:13])[cH:11]1)[c:16]1[cH:17][cH:18][c:19]([O:22][c:23]2[cH:24][cH:25][c:26]([CH2:29][CH:30]3[C:31](=[O:36])[NH:32][C:33](=[O:35])[S:34]3)[cH:27][cH:28]2)[cH:20][cH:21]1)=[O:37]. Starting materials: C(=O)(O)CC1=CC=C(C=C1)NC=1C(=CC=CC1)N (N-(4-carboxymethylphenyl)benzene-1,2-diamine), C(C(=O)C)(=O)OCC (ethyl pyruvate). Product: C(=O)(O)CC1=CC=C(C=C1)N1C(C(=NC2=CC=CC=C12)C)=O (1-(4-Carboxymethylphenyl)-1,2-dihydro-3-methylquinoxalin-2-one). As a reaction SMILES: [C:1]([CH2:4][C:5]1[CH:10]=[CH:9][C:8]([NH:11][C:12]2[C:13]([NH2:18])=[CH:14][CH:15]=[CH:16][CH:17]=2)=[CH:7][CH:6]=1)([OH:3])=[O:2].[C:19](OCC)(=[O:23])[C:20]([CH3:22])=O>>[C:1]([CH2:4][C:5]1[CH:6]=[CH:7][C:8]([N:11]2[C:12]3[C:13](=[CH:14][CH:15]=[CH:16][CH:17]=3)[N:18]=[C:20]([CH3:22])[C:19]2=[O:23])=[CH:9][CH:10]=1)([OH:3])=[O:2]. Reported procedure: Preparation as in Example 1 but using N-(4-carboxymethylphenyl)benzene-1,2-diamine and ethyl pyruvate gave the title compound mp 179°-181.5° C. The reactants are C(C)(=O)Cl (acetyl chloride), CO (methanol), CC1(CC=C(CC1)C=1C(=NN(C1C=O)C)C1=CC=CC=C1)C (4-(4,4-dimethylcyclohex-1-en-1-yl)-1-methyl-3-phenyl-1H-pyrazole-5-carbaldehyde), C[Si](C)(C)C#N (trimethylsilyl cyanide), [Na] (sodium). The reagents and catalysts are [I-].[Zn+2].[I-] (zinc iodide). Solvent: ClCCl (dichloromethane). Run at time 24 hour. The product is CC1(CC=C(CC1)C=1C(=NN(C1C(C(=O)OC)O)C)C1=CC=CC=C1)C (methyl 2-[4-(4,4-dimethylcyclohex-1-en-1-yl)-1-methyl-3-phenyl-1H-pyrazol-5-yl]-2-hydroxyacetate). The yield is 83.0%. As a reaction SMILES: [CH3:1][C:2]1([CH3:22])[CH2:7][CH2:6][C:5]([C:8]2[C:9]([C:16]3[CH:21]=[CH:20][CH:19]=[CH:18][CH:17]=3)=[N:10][N:11]([CH3:15])[C:12]=2[CH:13]=[O:14])=[CH:4][CH2:3]1.C[Si](C#N)(C)C.[Na].[C:30](Cl)(=[O:32])C.[CH3:34][OH:35]>ClCCl.[I-].[Zn+2].[I-]>[CH3:1][C:2]1([CH3:22])[CH2:7][CH2:6][C:5]([C:8]2[C:9]([C:16]3[CH:17]=[CH:18][CH:19]=[CH:20][CH:21]=3)=[N:10][N:11]([CH3:15])[C:12]=2[CH:13]([OH:14])[C:34]([O:32][CH3:30])=[O:35])=[CH:4][CH2:3]1 |f:6.7.8,^1:28|. Procedure details: Under nitrogen atmosphere, to a solution of 4-(4,4-dimethylcyclohex-1-en-1-yl)-1-methyl-3-phenyl-1H-pyrazole-5-carbaldehyde (1d) (135 mg, 0.46 mmol) in anhydrous dichloromethane (2 mL) at 0° C. were successively added zinc iodide (15 mg, 0.05 mmol) and trimethylsilyl cyanide (69 μL, 0.55 mmol). The mixture was stirred at room temperature for 24 hours. An aqueous saturated solution of sodium hydrogenocarbonate (5 mL) was added. Layers were separated and the aqueous layer was extracted with dichlo... The product is c1c[nH]c(CN2CCC2)n1. Reaction SMILES: [C:13]([O:14][BH-:15]([O:16][C:17](=[O:18])[CH3:19])[O:20][C:21](=[O:22])[CH3:23])(=[O:24])[CH3:25].[CH3:27][C:28](=[O:29])[OH:30].[ClH:8].[NH:9]1[CH2:10][CH2:11][CH2:12]1.[Na+:26].[O:31]1[CH2:32][CH2:33][CH2:34][CH2:35]1.[nH:1]1[c:2]([CH:6]=[O:7])[n:3][cH:4][cH:5]1>>[n:1]1[c:2]([CH2:6][N:9]2[CH2:10][CH2:11][CH2:12]2)[nH:3][cH:4][cH:5]1. Reactants: CC(=O)O[BH-](OC(C)=O)OC(C)=O, CC(=O)O, Cl, C1CNC1, [Na+], C1CCOC1, O=Cc1ncc[nH]1.